This data is from the Open Reaction Database (ORD), a public repository of structured organic reaction records. The task is: describe an organic reaction: reactants, conditions, products, and yield The reactants are ClCCCOC1=C(C=C2C(=C(C=NC2=C1)C#N)NC1=C2C(=C(C=C1)C#CCOC)OCO2)OC (7-(3-chloropropoxy)-3-cyano-6-methoxy-4-[4-(3-methoxyprop-1-ynyl)-2,3-methylenedioxyanilino]quinoline), C(C)(=O)N1CCNCC1 (1-acetylpiperazine). The product is Cl.Cl.C(C)(=O)N1CCN(CC1)CCCOC1=C(C=C2C(=C(C=NC2=C1)C#N)NC1=C2C(=C(C=C1)C#CCOC)OCO2)OC (7-[3-(4-acetylpiperazin-1-yl)propoxy]-3-cyano-6-methoxy-4-[4-(3-methoxyprop-1-ynyl)-2,3-methylenedioxyanilino]quinoline dihydrochloride salt). Yield: 58.0%. Reaction SMILES: [Cl:1][CH2:2][CH2:3][CH2:4][O:5][C:6]1[CH:15]=[C:14]2[C:9]([C:10]([NH:18][C:19]3[CH:24]=[CH:23][C:22]([C:25]#[C:26][CH2:27][O:28][CH3:29])=[C:21]4[O:30][CH2:31][O:32][C:20]=34)=[C:11]([C:16]#[N:17])[CH:12]=[N:13]2)=[CH:8][C:7]=1[O:33][CH3:34].[C:35]([N:38]1[CH2:43][CH2:42][NH:41][CH2:40][CH2:39]1)(=[O:37])[CH3:36]>>[ClH:1].[ClH:1].[C:35]([N:38]1[CH2:43][CH2:42][N:41]([CH2:2][CH2:3][CH2:4][O:5][C:6]2[CH:15]=[C:14]3[C:9]([C:10]([NH:18][C:19]4[CH:24]=[CH:23][C:22]([C:25]#[C:26][CH2:27][O:28][CH3:29])=[C:21]5[O:30][CH2:31][O:32][C:20]=45)=[C:11]([C:16]#[N:17])[CH:12]=[N:13]3)=[CH:8][C:7]=2[O:33][CH3:34])[CH2:40][CH2:39]1)(=[O:37])[CH3:36] |f:2.3.4|. Reported procedure: Using an analogous procedure to that described in Example 10, 7-(3-chloropropoxy)-3-cyano-6-methoxy-4-[4-(3-methoxyprop-1-ynyl)-2,3-methylenedioxyanilino]quinoline was reacted with 1-acetylpiperazine to give the title compound in 58% yield; NMR Spectrum: (DMSOd6 and CF3CO2D at 100° C.) 2.04 (s, 3H), 2.3–2.37 (m, 2H), 3.27–3.37 (m, 9H), 3.74–3.84 (m, 4H), 3.96 (s, 3H), 4.3–4.36 (m, 4H), 6.04 (s, 2H), 6.89 (d, 1H), 6.96 (d, 1H), 7.51 (s, 1H), 7.96 (s, 1H), 8.66 (s, 1H); Mass Spectrum: M+H+ 572.